Dataset: the Open Reaction Database (ORD), a public repository of structured organic reaction records. Task: describe an organic reaction: reactants, conditions, products, and yield The reactants are ClC1=C(C(=CC=C1)Cl)O (2,6-dichlorophenol), CC(C)OC(=O)/N=N/C(=O)OC(C)C (DIAD), C1(=CC=CC=C1)P(C1=CC=CC=C1)C1=CC=CC=C1 (triphenylphosphine), C(C1=CC=CC=C1)N1CC(OCC1)C1=CC=C(C=C1)CO ([4-(4-benzyl-morpholin-2-yl)-phenyl]-methanol). Solvent: C1CCOC1 (THF). Run at time 1 hour. Yields the product C(C1=CC=CC=C1)N1CC(OCC1)C1=CC=C(C=C1)COC1=C(C=CC=C1Cl)Cl (4-benzyl-2-[4-(2,6-dichloro-phenoxymethyl)-phenyl]-morpholine). Yield: 144.0%. As a reaction SMILES: [Cl:1][C:2]1[CH:7]=[CH:6][CH:5]=[C:4]([Cl:8])[C:3]=1[OH:9].CC(OC(/N=N/C(OC(C)C)=O)=O)C.C1(P(C2C=CC=CC=2)C2C=CC=CC=2)C=CC=CC=1.[CH2:43]([N:50]1[CH2:55][CH2:54][O:53][CH:52]([C:56]2[CH:61]=[CH:60][C:59]([CH2:62]O)=[CH:58][CH:57]=2)[CH2:51]1)[C:44]1[CH:49]=[CH:48][CH:47]=[CH:46][CH:45]=1>C1COCC1>[CH2:43]([N:50]1[CH2:55][CH2:54][O:53][CH:52]([C:56]2[CH:57]=[CH:58][C:59]([CH2:62][O:9][C:3]3[C:2]([Cl:1])=[CH:7][CH:6]=[CH:5][C:4]=3[Cl:8])=[CH:60][CH:61]=2)[CH2:51]1)[C:44]1[CH:45]=[CH:46][CH:47]=[CH:48][CH:49]=1. Reported procedure: To a solution of 2,6-dichlorophenol (0.68 g; 4.19 mmol) in THF (20 mL) was added DIAD (1.13 mL; 5.72 mmol), and triphenylphosphine (1.50 g; 5.72 mmol), at RT, followed, after 30 minutes, by [4-(4-benzyl-morpholin-2-yl)-phenyl]-methanol (1.08 g; 3.81 mmol). Subsequently, the resulting mixture was stirred at RT for 1 hour, and concentrated in vacuo. The residue was purified by column chromatography (SiO2, Et2O:hexanes 1:1) to afford 4-benzyl-2-[4-(2,6-dichloro-phenoxymethyl)-phenyl]-morpholine (2.... Product: CC1Cc2ccc(-c3ccn(CCO)n3)cc2CN1c1cc(N2CCN(C)CC2)nc(N)n1. The reactants are OCCn1ccc(Br)n1, CC1Cc2ccc(B3OC(C)(C)C(C)(C)O3)cc2CN1c1cc(N2CCN(C)CC2)nc(N)n1. RXN SMILES: [Br:35][c:36]1[n:37][n:38]([CH2:41][CH2:42][OH:43])[cH:39][cH:40]1.[CH3:1][N:2]1[CH2:3][CH2:4][N:5]([c:8]2[n:9][c:10]([NH2:34])[n:11][c:12]([N:14]3[CH2:15][c:16]4[cH:17][c:18]([B:25]5[O:26][C:27]([CH3:28])([CH3:29])[C:30]([CH3:31])([CH3:32])[O:33]5)[cH:19][cH:20][c:21]4[CH2:22][CH:23]3[CH3:24])[cH:13]2)[CH2:6][CH2:7]1>>[CH3:1][N:2]1[CH2:3][CH2:4][N:5]([c:8]2[n:9][c:10]([NH2:34])[n:11][c:12]([N:14]3[CH2:15][c:16]4[cH:17][c:18](-[c:36]5[n:37][n:38]([CH2:41][CH2:42][OH:43])[cH:39][cH:40]5)[cH:19][cH:20][c:21]4[CH2:22][CH:23]3[CH3:24])[cH:13]2)[CH2:6][CH2:7]1. Reactants: dimethanesulphonate, CS(=O)(=O)O (methanesulphonic acid), [C@H]1(C[C@@H](CCC1)N)N (cis-cyclohexane-1,3-diamine), ClC1=CC=NC2=CC(=CC=C12)Cl (4,7-dichloroquinoline). Run in CN1C(CCC1)=O (N-methyl-2-pyrrolidone), C(C)#N (acetonitrile). Yields the product ClC1=CC=C2C(=CC=NC2=C1)N[C@@H]1C[C@@H](CCC1)NC1=CC=NC2=CC(=CC=C12)Cl (cis-N,N'-Bis-(7-chloroquinolin-4-yl)-cyclohexane-1,3-diamine). Yield: 21.9%. As a reaction SMILES: [C@H:1]1([NH2:8])[CH2:6][CH2:5][CH2:4][C@@H:3]([NH2:7])[CH2:2]1.Cl[C:10]1[C:19]2[C:14](=[CH:15][C:16]([Cl:20])=[CH:17][CH:18]=2)[N:13]=[CH:12][CH:11]=1.CS(O)(=O)=O>CN1CCCC1=O.C(#N)C>[Cl:20][C:16]1[CH:15]=[C:14]2[C:19]([C:10]([NH:7][C@H:3]3[CH2:4][CH2:5][CH2:6][C@@H:1]([NH:8][C:10]4[C:19]5[C:14](=[CH:15][C:16]([Cl:20])=[CH:17][CH:18]=5)[N:13]=[CH:12][CH:11]=4)[CH2:2]3)=[CH:11][CH:12]=[N:13]2)=[CH:18][CH:17]=1. Reported procedure: 23.2 g of cis-cyclohexane-1,3-diamine and 80.5 g of 4,7-dichloroquinoline are reacted at 150° C. in 400 ml of N-methyl-2-pyrrolidone under argon for 24 hours. After cooling insoluble material is filtered off and the filtrate is treated with 600 ml of water. The separated crude product is introduced into 400 ml of water and 100 ml of glacial acetic acid. The mixture is extracted three times with 200 ml of ethyl acetate each time and then adjusted to pH 12 by the addition of 600 ml of 2N NaOH. The... The reactants are rhodium(acac)bis ethylene, C1=CC=C(C=C1)P(C2=CC=CC=C2)C3=C(C4=CC=CC=C4C=C3)C5=C(C=CC6=CC=CC=C65)P(C7=CC=CC=C7)C8=CC=CC=C8 ((R)-BINAP), ClC1=C(C=C(C=C1)B(O)O)F (4-chloro-3-fluoro-phenylboronic acid), CO (MeOH), C(C1=CC=CC=C1)N1CC(=CC1)C(C)=O (1-(1-benzyl-2,5-dihydro-1H-pyrrol-3-yl)-ethanone). Run in O (H2O). Conditions: temperature 55 celsius. Product: C(C1=CC=CC=C1)N1C[C@@H]([C@H](C1)C1=CC(=C(C=C1)Cl)F)C(C)=O (1-[(3R,4S)-1-Benzyl-4-(4-chloro-3-fluoro-phenyl)-pyrrolidin-3-yl]-ethanone). Yield: 33.0%. As a reaction SMILES: C1C=CC(P(C2C=CC3C(=CC=CC=3)C=2C2C3C(=CC=CC=3)C=CC=2P(C2C=CC=CC=2)C2C=CC=CC=2)C2C=CC=CC=2)=CC=1.[Cl:47][C:48]1[CH:53]=[CH:52][C:51](B(O)O)=[CH:50][C:49]=1[F:57].CO.[CH2:60]([N:67]1[CH2:71][CH:70]=[C:69]([C:72](=[O:74])[CH3:73])[CH2:68]1)[C:61]1[CH:66]=[CH:65][CH:64]=[CH:63][CH:62]=1>O>[CH2:60]([N:67]1[CH2:71][C@H:70]([C:51]2[CH:52]=[CH:53][C:48]([Cl:47])=[C:49]([F:57])[CH:50]=2)[C@@H:69]([C:72](=[O:74])[CH3:73])[CH2:68]1)[C:61]1[CH:66]=[CH:65][CH:64]=[CH:63][CH:62]=1. Procedure details: A two necked flask was charged under argon with rhodium(acac)bis ethylene (31 mg, 0.05 eq.), (R)-BINAP (74 mg, 0.05 eq.) and 4-chloro-3-fluoro-phenylboronic acid (825 mg, 2.5 eq.). 30 mL of MeOH and 3 mL of H2O were added followed by 1-(1-benzyl-2,5-dihydro-1H-pyrrol-3-yl)-ethanone (480 mg, described herein above). The reaction mixture was heated at 55° C. for 3 hours, cooled down to RT and concentrated under vacuo. Purification by flash chromatography (SiO2, EtOAc/Heptane 2/1) afforded 261 mg (... Starting materials: [N+](=O)([O-])C=1C=C(C=CC1)S(=O)(=O)CCOC(CCCCCNC(COC1=CC(=CC(=C1)C)C)=O)=O (6-[2-(3,5-dimethyl-phenoxy)acetylamino]hexanoic acid 2-(3-nitrobenzenesulfonyl)ethyl ester), [N+](=O)([O-])C=1C=C(C=CC1)S(=O)(=O)CCOC(CCCCCNC(COC1=CC(=CC(=C1)C)C)=O)=O (6-[2-(3,5-dimethyl-phenoxy)acetylamino]hexanoic acid 2-(3-nitrobenzenesulfonyl)ethyl ester), ClS(=O)(=O)O (ClSO3H). Solvent: C(Cl)Cl (CH2Cl2). Run at time 30 minute. Yields the product [N+](=O)([O-])C=1C=C(C=CC1)S(=O)(=O)CCOC(CCCCCNC(COC1=CC(=C(C(=C1)C)S(=O)(=O)Cl)C)=O)=O (6-[2-(4-Chlorosulfonyl-3,5-dimethyl-phenoxy)acetylamino]hexanoic acid 2-(3-nitro-benzenesulfonyl)ethyl ester). The yield is 40.0%. Reaction SMILES: [N+:1]([C:4]1[CH:5]=[C:6]([S:10]([CH2:13][CH2:14][O:15][C:16](=[O:35])[CH2:17][CH2:18][CH2:19][CH2:20][CH2:21][NH:22][C:23](=[O:34])[CH2:24][O:25][C:26]2[CH:31]=[C:30]([CH3:32])[CH:29]=[C:28]([CH3:33])[CH:27]=2)(=[O:12])=[O:11])[CH:7]=[CH:8][CH:9]=1)([O-:3])=[O:2].[Cl:36][S:37](O)(=[O:39])=[O:38]>C(Cl)Cl>[N+:1]([C:4]1[CH:5]=[C:6]([S:10]([CH2:13][CH2:14][O:15][C:16](=[O:35])[CH2:17][CH2:18][CH2:19][CH2:20][CH2:21][NH:22][C:23](=[O:34])[CH2:24][O:25][C:26]2[CH:31]=[C:30]([CH3:32])[C:29]([S:37]([Cl:36])(=[O:39])=[O:38])=[C:28]([CH3:33])[CH:27]=2)(=[O:12])=[O:11])[CH:7]=[CH:8][CH:9]=1)([O-:3])=[O:2]. Reported procedure: To a cooled solution of 6-[2-(3,5-dimethyl-phenoxy)acetylamino]hexanoic acid 2-(3-nitrobenzenesulfonyl)ethyl ester (Intermediate 16, 4.6 g, 9.1 mmol) in 3 mL of CH2Cl2 was added drop-wise ClSO3H (3 mL, 5 eq., 45.5 mmol)) at 0° C. During the reaction small aliquots of the reaction mixture were taken out as samples, treated with ice, extracted with ethyl acetate, and the ethyl acetate layers were analyzed by thin layer chromatography (TLC). TLC analysis showed that the reaction was complete after ... Reactants: CCOC(=O)Cl, [Na+], [OH-], O, O=C(O)CNCP(=O)(O)O. Product: CCOC(=O)N(CC(=O)O)CP(=O)(O)O. As a reaction SMILES: [Cl:13][C:14](=[O:15])[O:16][CH2:17][CH3:18].[Na+:12].[OH-:11].[OH2:19].[P:1](=[O:2])([OH:3])([OH:4])[CH2:5][NH:6][CH2:7][C:8](=[O:9])[OH:10]>>[P:1](=[O:2])([OH:3])([OH:4])[CH2:5][N:6]([CH2:7][C:8](=[O:9])[OH:10])[C:14](=[O:15])[O:16][CH2:17][CH3:18]. Product: CN1CCN(CCn2cnc(-c3ccccc3)c2-c2cc3c(N)ncnc3s2)CC1. Reactants: CC(=O)O, CN1CCNCC1, Nc1ncnc2sc(-c3c(-c4ccccc4)ncn3CC=O)cc12, [Na+], [OH-]. RXN SMILES: [C:34]([OH:35])(=[O:36])[CH3:37].[CH3:25][N:26]1[CH2:27][CH2:28][NH:29][CH2:30][CH2:31]1.[NH2:1][c:2]1[c:3]2[c:4]([n:5][cH:6][n:7]1)[s:8][c:9](-[c:11]1[c:12](-[c:19]3[cH:20][cH:21][cH:22][cH:23][cH:24]3)[n:13][cH:14][n:15]1[CH2:16][CH:17]=[O:18])[cH:10]2.[Na+:33].[OH-:32]>>[NH2:1][c:2]1[c:3]2[c:4]([n:5][cH:6][n:7]1)[s:8][c:9](-[c:11]1[c:12](-[c:19]3[cH:20][cH:21][cH:22][cH:23][cH:24]3)[n:13][cH:14][n:15]1[CH2:16][CH2:17][N:29]1[CH2:28][CH2:27][N:26]([CH3:25])[CH2:31][CH2:30]1)[cH:10]2. Run at temperature 0 celsius, time 24 hour. Reaction SMILES: [F:1][C:2]([F:15])([F:14])[C:3]1[CH:4]=[C:5]([CH2:9][CH2:10][C:11](O)=[O:12])[CH:6]=[CH:7][CH:8]=1.B.CO.O>C1COCC1>[F:1][C:2]([F:14])([F:15])[C:3]1[CH:4]=[C:5]([CH2:9][CH2:10][CH2:11][OH:12])[CH:6]=[CH:7][CH:8]=1. Run in C1CCOC1 (THF), C1CCOC1 (THF). Product: FC(C=1C=C(C=CC1)CCCO)(F)F (3-(3-trifluoromethyl-phenyl)-propan-1-ol). The reactants are B (borane), FC(C=1C=C(C=CC1)CCC(=O)O)(F)F (3-(3-Trifluoromethyl-phenyl)-propionic acid), CO (methanol), O (water). Reported procedure: 3-(3-Trifluoromethyl-phenyl)-propionic acid (12.4 g, 57 mmol) was dissolved in THF (160 ml) in an inert atmosphere and cooled to 0° C. followed by slow addition of borane in THF (85 ml, 85 mmol). Stirring was continued at 0° C. for 1 h and at rt for 24 h. The mixture was cooled to 0° C. and methanol (100 ml) and water (100 ml) was carefully added. The organic solvents were removed under reduced pressure. The remaining aqueous layer was extracted with DCM (3×100 ml). The combined organic layers w... Yield: 94.3%. Starting materials: ice water, C(C)(=O)NC=1SC(=C(N1)CO)Cl (2-acetylamino-5-chloro-4-hydroxymethylthiazole), SC1=CC=NC=C1 (4-mercaptopyridine), C([O-])([O-])=O.[K+].[K+] (potassium carbonate). The solvent is CN(C=O)C (N,N-dimethylformamide). Reaction conditions: temperature 110 celsius. Product: C(C)(=O)NC=1SC(=C(N1)CO)SC1=CC=NC=C1 (2-acetylamino-4-hydroxymethyl-5-(4-pyridylthio)thiazole). Isolated yield 66.1%. RXN SMILES: [C:1]([NH:4][C:5]1[S:6][C:7](Cl)=[C:8]([CH2:10][OH:11])[N:9]=1)(=[O:3])[CH3:2].[SH:13][C:14]1[CH:19]=[CH:18][N:17]=[CH:16][CH:15]=1.C(=O)([O-])[O-].[K+].[K+]>CN(C)C=O>[C:1]([NH:4][C:5]1[S:6][C:7]([S:13][C:14]2[CH:19]=[CH:18][N:17]=[CH:16][CH:15]=2)=[C:8]([CH2:10][OH:11])[N:9]=1)(=[O:3])[CH3:2] |f:2.3.4|. Procedure: A mixture of 2-acetylamino-5-chloro-4-hydroxymethylthiazole (1 g), 4-mercaptopyridine (0.6 g) and potassium carbonate (1 g) in N,N-dimethylformamide (20 ml) was heated at 110° C. for 8 hours with stirring. The reaction mixture was poured into ice water and filtered by suction. The filtrate was extracted with a mixture of ethyl acetate and tetrahydrofuran (1:1) and dried over magnesium sulfate. The solvent was concentrated under reduced pressure to give solid. The solid was subjected to column ch... Reactants: CCOC(=O)C(C)(C)Oc1ccc(O)cc1C, CCCCP(CCCC)CCCC, C1CCOC1, Cc1nc(-c2ccc(C(F)(F)F)cc2)ccc1CCO. Product: CCOC(=O)C(C)(C)Oc1ccc(OCCc2ccc(-c3ccc(C(F)(F)F)cc3)nc2C)cc1C. As a reaction SMILES: [CH2:21]([CH3:22])[O:23][C:24]([C:25]([CH3:26])([CH3:27])[O:28][c:29]1[c:30]([CH3:36])[cH:31][c:32]([OH:35])[cH:33][cH:34]1)=[O:37].[CH2:38]([P:39]([CH2:40][CH2:41][CH2:42][CH3:43])[CH2:44][CH2:45][CH2:46][CH3:47])[CH2:48][CH2:49][CH3:50].[CH2:51]1[O:52][CH2:53][CH2:54][CH2:55]1.[CH3:1][c:2]1[n:3][c:4](-[c:11]2[cH:12][cH:13][c:14]([C:17]([F:18])([F:19])[F:20])[cH:15][cH:16]2)[cH:5][cH:6][c:7]1[CH2:8][CH2:9][OH:10]>>[CH3:1][c:2]1[n:3][c:4](-[c:11]2[cH:12][cH:13][c:14]([C:17]([F:18])([F:19])[F:20])[cH:15][cH:16]2)[cH:5][cH:6][c:7]1[CH2:8][CH2:9][O:10][c:32]1[cH:31][c:30]([CH3:36])[c:29]([O:28][C:25]([C:24]([O:23][CH2:21][CH3:22])=[O:37])([CH3:26])[CH3:27])[cH:34][cH:33]1.